From a dataset of the Open Reaction Database (ORD), a public repository of structured organic reaction records. describe an organic reaction: reactants, conditions, products, and yield Starting materials: CCOC(=O)C(C)(C)Oc1ccc(OCCc2nc(-c3ccc(-c4ccccc4)cc3)oc2C)cc1, CO, [Na+], [OH-]. The product is Cc1oc(-c2ccc(-c3ccccc3)cc2)nc1CCOc1ccc(OC(C)(C)C(=O)O)cc1. Reaction SMILES: [CH2:1]([CH3:2])[O:3][C:4]([C:5]([CH3:6])([O:7][c:8]1[cH:9][cH:10][c:11]([O:14][CH2:15][CH2:16][c:17]2[n:18][c:19](-[c:23]3[cH:24][cH:25][c:26](-[c:29]4[cH:30][cH:31][cH:32][cH:33][cH:34]4)[cH:27][cH:28]3)[o:20][c:21]2[CH3:22])[cH:12][cH:13]1)[CH3:35])=[O:36].[CH3:39][OH:40].[Na+:38].[OH-:37]>>[O:3]=[C:4]([C:5]([CH3:6])([O:7][c:8]1[cH:9][cH:10][c:11]([O:14][CH2:15][CH2:16][c:17]2[n:18][c:19](-[c:23]3[cH:24][cH:25][c:26](-[c:29]4[cH:30][cH:31][cH:32][cH:33][cH:34]4)[cH:27][cH:28]3)[o:20][c:21]2[CH3:22])[cH:12][cH:13]1)[CH3:35])[OH:36].